This data is from the Open Reaction Database (ORD), a public repository of structured organic reaction records. The task is: describe an organic reaction: reactants, conditions, products, and yield Starting materials: COC(C1=CC(=CC(=C1)O)O)=O (methyl-3,5-dihydroxybenzoate), C([O-])([O-])=O.[K+].[K+] (potassium carbonate), C(C1=CC=CC=C1)(=O)Cl (benzoyl chloride), C(C)(=O)OC(C)C (iso-propyl acetate), C(C1=CC=CC=C1)(=O)Cl (benzoyl chloride). Run in CN(C=O)C (dimethylformamide), O (water). Run at temperature 47 celsius, time 1.5 hour. The product is OC=1C=C(C(=O)OC)C=C(C1)OC(=O)C1=CC=CC=C1 (methyl 3-hydroxy-5-[(phenylcarbonyl)oxy]benzoate). Yield: 72.0%. Reaction SMILES: [CH3:1][O:2][C:3](=[O:12])[C:4]1[CH:9]=[C:8]([OH:10])[CH:7]=[C:6]([OH:11])[CH:5]=1.C(=O)([O-])[O-].[K+].[K+].[C:19](Cl)(=[O:26])[C:20]1[CH:25]=[CH:24][CH:23]=[CH:22][CH:21]=1.C(OC(C)C)(=O)C>O.CN(C)C=O>[OH:11][C:6]1[CH:5]=[C:4]([CH:9]=[C:8]([O:10][C:19]([C:20]2[CH:25]=[CH:24][CH:23]=[CH:22][CH:21]=2)=[O:26])[CH:7]=1)[C:3]([O:2][CH3:1])=[O:12] |f:1.2.3|. Procedure details: To a flask fitted with thermometer, condenser, overhead stirrer, pH probe and nitrogen line was added methyl-3,5-dihydroxybenzoate (1.0 eq), 325 mesh potassium carbonate (3.0 eq) and dimethylformamide (DMF) (4 vols) under a nitrogen atmosphere. The mixture was heated to 47° C. for 1 hour, then benzoyl chloride (1.0 eq) was added slowly drop-wise via syringe pump over approximately 2 hours. Further benzoyl chloride was added (0.1 eq) over 20 minutes via syringe pump. The reaction mixture was held... Starting materials: ClCC1=NNC=C1 (3-Chloromethylpyrazole), OC1=NNC=C1C (3-hydroxy-methylpyrazole), S(=O)(Cl)Cl (thionyl chloride), [Na] (sodium). Solvent: C(CO)O (ethylene glycol). The product is OCCOCC1=NNC=C1 (3-(2-hydroxyethoxymethyl)-pyrazole). RXN SMILES: Cl[CH2:2][C:3]1[CH:7]=[CH:6][NH:5][N:4]=1.[OH:8][C:9]1[C:13](C)=CNN=1.S(Cl)(Cl)=[O:16].[Na]>C(O)CO>[OH:8][CH2:9][CH2:13][O:16][CH2:2][C:3]1[CH:7]=[CH:6][NH:5][N:4]=1 |^1:18|. Reported procedure: 3-Chloromethylpyrazole, prepared by reacting 3-hydroxy-methylpyrazole with thionyl chloride, is reacted with the sodium salt of ethylene glycol to give 3-(2-hydroxyethoxymethyl)-pyrazole. Treatment of 3-(2-hydroxyethoxymethyl)pyrazole with thionyl chloride gives 3 -(2-chloroethoxymethylpyrazole.